Dataset: the Open Reaction Database (ORD), a public repository of structured organic reaction records. Task: describe an organic reaction: reactants, conditions, products, and yield The reactants are C(C)(=O)NC1(CC2=CC=C(C=C2CC1)OC)C(=O)OC (methyl 2-acetylamino-6-methoxy-1,2,3,4-tetrahydronaphthalene-2-carboxylate), Br (hydrobromic acid). The product is Br.NC1(CC2=CC=C(C=C2CC1)O)C(=O)O (2-amino-6-hydroxy-1,2,3,4-tetrahydronaphthalene-2-carboxylic acid hydrobromide). RXN SMILES: C([NH:4][C:5]1([C:17]([O:19]C)=[O:18])[CH2:14][CH2:13][C:12]2[C:7](=[CH:8][CH:9]=[C:10]([O:15]C)[CH:11]=2)[CH2:6]1)(=O)C.[BrH:21]>>[BrH:21].[NH2:4][C:5]1([C:17]([OH:19])=[O:18])[CH2:14][CH2:13][C:12]2[C:7](=[CH:8][CH:9]=[C:10]([OH:15])[CH:11]=2)[CH2:6]1 |f:2.3|. Procedure details: Optical isomer A of methyl 2-acetylamino-6-methoxy-1,2,3,4-tetrahydronaphthalene-2-carboxylate (3.45 g., 12.5 mM) was added to 48% w/v aqueous hydrobromic acid (34 ml.). The mixture was stirred and refluxed for 4 hr. The mixture was cooled, whereupon the product crystallised. It was collected by filtration and washed with ethyl acetate. The solid was dried in vacuo at 60° to give optical isomer A of 2-amino-6-hydroxy-1,2,3,4-tetrahydronaphthalene-2-carboxylic acid hydrobromide. Reactants: C(C)OC(CC1=C(N=C(S1)C1=CC=C(C=C1)C(F)(F)F)C)=O (ethyl{4-methyl-2-[4-(trifluoromethyl)phenyl]-1,3-thiazol-5-yl}acetate), C(C)OC(CC1=C(N=C(S1)C1=CC=C(C=C1)C(F)(F)F)C)=O (ethyl{4-methyl-2-[4-(trifluoromethyl)phenyl]-1,3-thiazol-5-yl}acetate), [OH-].[Na+] (sodium hydroxide). Run in CO (methanol). Conditions: time 40 minute. Yields the product CC=1N=C(SC1CC(=O)O)C1=CC=C(C=C1)C(F)(F)F ({4-methyl-2-[4-(trifluoromethyl)phenyl]-1,3-thiazol-5-yl}acetic acid). Reaction SMILES: C([O:3][C:4](=[O:22])[CH2:5][C:6]1[S:10][C:9]([C:11]2[CH:16]=[CH:15][C:14]([C:17]([F:20])([F:19])[F:18])=[CH:13][CH:12]=2)=[N:8][C:7]=1[CH3:21])C.[OH-].[Na+]>CO>[CH3:21][C:7]1[N:8]=[C:9]([C:11]2[CH:16]=[CH:15][C:14]([C:17]([F:20])([F:18])[F:19])=[CH:13][CH:12]=2)[S:10][C:6]=1[CH2:5][C:4]([OH:22])=[O:3] |f:1.2|. Reported procedure: To ethyl{4-methyl-2-[4-(trifluoromethyl)phenyl]-1,3-thiazol-5-yl}acetate (intermediate 13, 0.5 g) in methanol (5 ml) was added 2M sodium hydroxide solution (3 ml). The resulting suspension was stirred at room temperature for 40 minutes, before the solvent was removed in vacuo. The residue was diluted with water (5 ml) acidified (2M hydrochloric acid) and the product extracted twice with ethyl acetate. The combined organic extracts were dried (magnesium sulfate), filtered and evaporated to give t...